This data is from the Open Reaction Database (ORD), a public repository of structured organic reaction records. The task is: describe an organic reaction: reactants, conditions, products, and yield Starting materials: ClCCl, COc1cccc2c1CCCC2NC(CCCO)c1nc(-c2ccccc2)c(-c2ccccc2)o1, O=S(Cl)Cl. The product is COc1cccc2c1CCCC2N1CCCC1c1nc(-c2ccccc2)c(-c2ccccc2)o1. Reaction SMILES: [Cl:40][CH2:41][Cl:42].[OH:1][CH2:2][CH2:3][CH2:4][CH:5]([c:6]1[o:7][c:8](-[c:17]2[cH:18][cH:19][cH:20][cH:21][cH:22]2)[c:9](-[c:11]2[cH:12][cH:13][cH:14][cH:15][cH:16]2)[n:10]1)[NH:23][CH:24]1[CH2:25][CH2:26][CH2:27][c:28]2[c:29]([O:34][CH3:35])[cH:30][cH:31][cH:32][c:33]21.[S:36]([Cl:37])([Cl:38])=[O:39]>>[CH2:2]1[CH2:3][CH2:4][CH:5]([c:6]2[o:7][c:8](-[c:17]3[cH:18][cH:19][cH:20][cH:21][cH:22]3)[c:9](-[c:11]3[cH:12][cH:13][cH:14][cH:15][cH:16]3)[n:10]2)[N:23]1[CH:24]1[CH2:25][CH2:26][CH2:27][c:28]2[c:29]([O:34][CH3:35])[cH:30][cH:31][cH:32][c:33]21.